From a dataset of the Open Reaction Database (ORD), a public repository of structured organic reaction records. describe an organic reaction: reactants, conditions, products, and yield The reactants are COc1cc([N+](=O)[O-])c(Br)nc1OC, CS(C)=O, [N-]=[N+]=[N-], [Na+]. Yields the product COc1cc([N+](=O)[O-])c(N=[N+]=[N-])nc1OC. As a reaction SMILES: [Br:1][c:2]1[n:3][c:4]([O:13][CH3:14])[c:5]([O:11][CH3:12])[cH:6][c:7]1[N+:8](=[O:9])[O-:10].[CH3:19][S:20]([CH3:21])=[O:22].[N-:16]=[N+:17]=[N-:18].[Na+:15]>>[c:2]1([N:16]=[N+:17]=[N-:18])[n:3][c:4]([O:13][CH3:14])[c:5]([O:11][CH3:12])[cH:6][c:7]1[N+:8](=[O:9])[O-:10].